From a dataset of the Open Reaction Database (ORD), a public repository of structured organic reaction records. describe an organic reaction: reactants, conditions, products, and yield The reactants are C(#N)C1=C(C=C(C=C1)C1=NC=C(C=N1)C1=CC=C(C=C1)[C@@H]1CC[C@H](CC1)CC)F (2-(4'-cyano-3'-fluorophenyl)-5-[4'-(trans-4"-ethylcyclohexyl) phenyl] pyrimidine), C(#N)C1=C(C=C(C=C1)C1=NC=C(C=N1)C1=CC=C(C=C1)[C@@H]1CC[C@H](CC1)CCCCCC)F (2-(4'-cyano-3'-fluorophenyl)-5-[4'-(trans-4"-hexylcyclohexyl) phenyl] pyrimidine). The product is C(#N)C1=C(C=C(C=C1)C1=NC=C(C=N1)C1=CC=C(C=C1)[C@@H]1CC[C@H](CC1)C)F (2-(4'-cyano-3'-fluorophenyl)-5-[4'-(trans-4"-methylcyclohexyl) phenyl] pyrimidine). Reaction SMILES: [C:1]([C:3]1[CH:8]=[CH:7][C:6]([C:9]2[N:14]=[CH:13][C:12]([C:15]3[CH:20]=[CH:19][C:18]([C@H:21]4[CH2:26][CH2:25][C@H:24]([CH2:27]C)[CH2:23][CH2:22]4)=[CH:17][CH:16]=3)=[CH:11][N:10]=2)=[CH:5][C:4]=1[F:29])#[N:2].C(C1C=CC(C2N=CC(C3C=CC([C@H]4CC[C@H](CCCCCC)CC4)=CC=3)=CN=2)=CC=1F)#N>>[C:1]([C:3]1[CH:8]=[CH:7][C:6]([C:9]2[N:10]=[CH:11][C:12]([C:15]3[CH:20]=[CH:19][C:18]([C@H:21]4[CH2:26][CH2:25][C@H:24]([CH3:27])[CH2:23][CH2:22]4)=[CH:17][CH:16]=3)=[CH:13][N:14]=2)=[CH:5][C:4]=1[F:29])#[N:2]. Procedure: 2-(4'-cyano-3'-fluorophenyl)-5-[4'-(trans-4"-ethylcyclohexyl) phenyl] pyrimidine ##STR33## 2-(4'-cyano-3'-fluorophenyl)-5-[4'-(trans-4"-butylcyclohexyl) phenyl] pyrimidine ##STR34## 2-(4'-cyano-3'-fluorophenyl)-5-[4'-(trans-4"-pentylcyclohexyl) phenyl] pyrimidine ##STR35## 2-(4'-cyano-3'-fluorophenyl)-5-[4'-(trans-4"-hexylcyclohexyl) phenyl] pyrimidine